Dataset: the Open Reaction Database (ORD), a public repository of structured organic reaction records. Task: describe an organic reaction: reactants, conditions, products, and yield The reactants are CC(C)(C)OC(=O)N1CCC(Oc2cc(N)cc(C(F)(F)F)c2)CC1, CCOC(C)=O, CCCCCC, ClCCl, O=C(Cl)c1cccnc1F, [Na+], O=C([O-])O. Yields the product CC(C)(C)OC(=O)N1CCC(Oc2cc(NC(=O)c3cccnc3F)cc(C(F)(F)F)c2)CC1. As a reaction SMILES: [C:1](=[O:2])([O:3][C:4]([CH3:5])([CH3:6])[CH3:7])[N:8]1[CH2:9][CH2:10][CH:11]([O:14][c:15]2[cH:16][c:17]([NH2:25])[cH:18][c:19]([C:21]([F:22])([F:23])[F:24])[cH:20]2)[CH2:12][CH2:13]1.[CH3:41][CH2:42][O:43][C:44]([CH3:45])=[O:46].[CH3:47][CH2:48][CH2:49][CH2:50][CH2:51][CH3:52].[Cl:53][CH2:54][Cl:55].[F:31][c:32]1[n:33][cH:34][cH:35][cH:36][c:37]1[C:38](=[O:39])[Cl:40].[Na+:30].[O-:26][C:27]([OH:28])=[O:29]>>[C:1](=[O:2])([O:3][C:4]([CH3:5])([CH3:6])[CH3:7])[N:8]1[CH2:9][CH2:10][CH:11]([O:14][c:15]2[cH:16][c:17]([NH:25][C:38]([c:37]3[c:32]([F:31])[n:33][cH:34][cH:35][cH:36]3)=[O:39])[cH:18][c:19]([C:21]([F:22])([F:23])[F:24])[cH:20]2)[CH2:12][CH2:13]1. Reactants: [H][H] (hydrogen), C(C1=CC=CC=C1)N1CC(N(CC1)C1=CC(=C(C#N)C=C1)C(F)(F)F)CC (4-(4-benzyl-2-ethylpiperazin-1-yl)-2-trifluoromethylbenzonitrile). Reagents/catalysts: [C].[Pd] (palladium-carbon). Run in CO (methanol). The product is C(C)C1N(CCNC1)C1=CC(=C(C#N)C=C1)C(F)(F)F (4-(2-Ethylpiperazin-1-yl)-2-trifluoromethylbenzonitrile). RXN SMILES: C([N:8]1[CH2:13][CH2:12][N:11]([C:14]2[CH:21]=[CH:20][C:17]([C:18]#[N:19])=[C:16]([C:22]([F:25])([F:24])[F:23])[CH:15]=2)[CH:10]([CH2:26][CH3:27])[CH2:9]1)C1C=CC=CC=1.[H][H]>CO.[C].[Pd]>[CH2:26]([CH:10]1[CH2:9][NH:8][CH2:13][CH2:12][N:11]1[C:14]1[CH:21]=[CH:20][C:17]([C:18]#[N:19])=[C:16]([C:22]([F:25])([F:24])[F:23])[CH:15]=1)[CH3:27] |f:3.4|. Reported procedure: A 0.65 g portion of 4-(4-benzyl-2-ethylpiperazin-1-yl)-2-trifluoromethylbenzonitrile synthesized in Reference Example 6-1 and 65 mg of 10% palladium-carbon were stirred in methanol at room temperature for 6 hours at atmospheric pressure in an atmosphere of hydrogen. The insoluble matter was removed by filtration through celite, the filtrate was concentrated under reduced pressure, the resulting residue was purified by a silica gel column chromatography, and 0.46 g of the title compound was obtai... Starting materials: C(C#C)N1C2=C(NC(C3=C1C=CC=C3)=O)C=CC=N2 (5,11-dihydro-11-(prop-2-ynyl)-6H-pyrido[2,3-b][1,4]benzodiazepin-6-one), C=O (paraformaldehyde), N1CCCC1 (pyrrolidine), C (charcoal). The reagents and catalysts are [Cu]Cl (copper (I) chloride). The solvent is O1CCOCC1 (dioxan). The product is N1(CCCC1)CC#CCN1C2=C(NC(C3=C1C=CC=C3)=O)C=CC=N2 (5,11-Dihydro-11-[4-(1-pyrrolidinyl)-but-2-ynyl]-6H-pyrido[2,3-b][1,4]benzodiazepin-6-one). Reaction SMILES: [CH2:1]([N:4]1[C:10]2[CH:11]=[CH:12][CH:13]=[CH:14][C:9]=2[C:8](=[O:15])[NH:7][C:6]2[CH:16]=[CH:17][CH:18]=[N:19][C:5]1=2)[C:2]#[CH:3].[CH2:20]=O.[NH:22]1[CH2:26][CH2:25][CH2:24][CH2:23]1.C>[Cu]Cl.O1CCOCC1>[N:22]1([CH2:20][C:3]#[C:2][CH2:1][N:4]2[C:10]3[CH:11]=[CH:12][CH:13]=[CH:14][C:9]=3[C:8](=[O:15])[NH:7][C:6]3[CH:16]=[CH:17][CH:18]=[N:19][C:5]2=3)[CH2:26][CH2:25][CH2:24][CH2:23]1. Procedure details: The mixture of 8.5 g (0.034 mol) of 5,11-dihydro-11-(prop-2-ynyl)-6H-pyrido[2,3-b][1,4]benzodiazepin-6-one, 50 ml of anhydrous dioxan, 1.08 g (0.036 mol) of paraformaldehyde, 2.77 g (0.039 mol) of pyrrolidine and 0.2 g of copper (I) chloride was refluxed for 1 hour with stirring and then, after cooling, evaporated down in a water jet vacuum. The residue was partitioned between water and ethylacetate, the ethylacetate solution obtained was mixed with 2 g of animal charcoal, dried over sodium sulp... Starting materials: CCN(CC)C1CCc2oc3ccc(N)cc3c2C1, O=C(Cl)c1ccoc1. The product is Cl, CCN(CC)C1CCc2oc3ccc(NC(=O)c4ccoc4)cc3c2C1. As a reaction SMILES: [NH2:1][c:2]1[cH:3][cH:4][c:5]2[c:6]([c:7]3[c:8]([o:9]2)[CH2:10][CH2:11][CH:12]([N:14]([CH2:15][CH3:16])[CH2:17][CH3:18])[CH2:13]3)[cH:19]1.[o:20]1[cH:21][c:22]([C:25](=[O:26])[Cl:27])[cH:23][cH:24]1>>[ClH:27].[NH:1]([c:2]1[cH:3][cH:4][c:5]2[c:6]([c:7]3[c:8]([o:9]2)[CH2:10][CH2:11][CH:12]([N:14]([CH2:15][CH3:16])[CH2:17][CH3:18])[CH2:13]3)[cH:19]1)[C:25]([c:22]1[cH:21][o:20][cH:24][cH:23]1)=[O:26]. As a reaction SMILES: [Br:1][c:2]1[cH:3][c:4]2[cH:5][cH:6][c:7]([N:12]([CH3:13])[CH3:14])[cH:8][c:9]2[cH:10][cH:11]1.[C:30](=[O:31])([O-:32])[O-:33].[CH3:15][c:16]1[n:17](-[c:24]2[cH:25][cH:26][cH:27][cH:28][cH:29]2)[c:18]([CH3:23])[cH:19][c:20]1[CH:21]=[CH2:22].[Na+:34].[Na+:35].[O-:37][C:38]([CH3:39])=[O:40].[O-:41][C:42]([CH3:43])=[O:44].[O:45]=[CH:46][N:47]([CH3:48])[CH3:49].[Pd+2:36]>>[c:2]1([CH:22]=[CH:21][c:20]2[c:16]([CH3:15])[n:17](-[c:24]3[cH:25][cH:26][cH:27][cH:28][cH:29]3)[c:18]([CH3:23])[cH:19]2)[cH:3][c:4]2[cH:5][cH:6][c:7]([N:12]([CH3:13])[CH3:14])[cH:8][c:9]2[cH:10][cH:11]1. The product is Cc1cc(C=Cc2ccc3cc(N(C)C)ccc3c2)c(C)n1-c1ccccc1. The reactants are CN(C)c1ccc2cc(Br)ccc2c1, O=C([O-])[O-], C=Cc1cc(C)n(-c2ccccc2)c1C, [Na+], [Na+], CC(=O)[O-], CC(=O)[O-], CN(C)C=O, [Pd+2]. The reactants are CC1=C(C=2CCCC2C=C1)O (5-Methyl-indan-4-ol), C1N2CN3CN1CN(C2)C3 (Hexamine), C([O-])(O)=O.[Na+] (Sodium bicarbonate). Run in FC(C(=O)O)(F)F (Trifluoroacetic acid). Reaction conditions: temperature 87.5 celsius, time 6 hour. The product is OC1=C(C=C(C=2CCCC12)C=O)C (7-Hydroxy-6-methyl-indan-4-carbaldehyde). The yield is 76.0%. As a reaction SMILES: [CH3:1][C:2]1[CH:10]=[CH:9][C:8]2[CH2:7][CH2:6][CH2:5][C:4]=2[C:3]=1[OH:11].C1N2CN3CN(C2)CN1C3.[C:22](=O)(O)[O-:23].[Na+]>FC(F)(F)C(O)=O>[OH:11][C:3]1[C:4]2[CH2:5][CH2:6][CH2:7][C:8]=2[C:9]([CH:22]=[O:23])=[CH:10][C:2]=1[CH3:1] |f:2.3|. Procedure details: To a clear solution of 5-Methyl-indan-4-ol (6 gm, 0.0405 mole) in 30 ml Trifluoroacetic acid, Hexamine (5.7 gm, 0.0405 mole) was added at 25-28° C. The reaction mixture was heated and stirred at 85-90° C. for 6 hours. The cooled reaction mixture was poured into saturated Sodium bicarbonate solution and extracted with Ethylacetate (2×200 ml). The organic layer was dried over Sodium sulphate and distilled under vacuum to give a crude product which was purified by column chromatography using Ethyl ...